This data is from the Open Reaction Database (ORD), a public repository of structured organic reaction records. The task is: describe an organic reaction: reactants, conditions, products, and yield Starting materials: N1C=NC=2CNCCC21 (4,5,6,7-tetrahydro-imidazo-[4,5-c]-pyridine), CSC(N)=N (S-methyl-isothiourea), Cl (hydrogen chloride). The solvent is C(C)#N (acetonitrile). Yields the product C(N)(=N)N1CC2=C(CC1)NC=N2 (5-Guanyl-4,5,6,7-tetrahydro-imidazo-[4,5-c]-pyridine). As a reaction SMILES: [NH:1]1[C:9]2[CH2:8][CH2:7][NH:6][CH2:5][C:4]=2[N:3]=[CH:2]1.CS[C:12](=[NH:14])[NH2:13].Cl>C(#N)C>[C:12]([N:6]1[CH2:7][CH2:8][C:9]2[NH:1][CH:2]=[N:3][C:4]=2[CH2:5]1)(=[NH:13])[NH2:14]. Reported procedure: A solution of 1.23 g of 4,5,6,7-tetrahydro-imidazo-[4,5-c]-pyridine and 0.9 g of S-methyl-isothiourea in 15 ml of acetonitrile is refluxed for 8 h. After evaporation to dryness, the residue is treated with one equivalent of ethanolic hydrogen chloride. After cooling, 1.4 g of 5-guanyl-4,5,6,7-tetrahydro-imidazo-[4,5-c]-pyridine monohydrochloride, m.p. 310°, are collected. Starting materials: BrC1=C(C=CC(=C1)C(OC)OC)OCCN1CCOCC1 (1-bromo-5-dimethoxymethyl-2-(2-morpholinoethoxy)benzene), C(CCC)[Li] (n-butyllithium), C(=O)=O (dry ice). Solvent: C1CCOC1 (THF). Reaction conditions: temperature -78 celsius, time 5 minute. Yields the product COC(C=1C=CC(=C(C(=O)O)C1)OCCN1CCOCC1)OC (5-dimethoxymethyl-2-(2-morpholinoethoxy)benzoic acid). Isolated yield 21.0%. Reaction SMILES: Br[C:2]1[CH:7]=[C:6]([CH:8]([O:11][CH3:12])[O:9][CH3:10])[CH:5]=[CH:4][C:3]=1[O:13][CH2:14][CH2:15][N:16]1[CH2:21][CH2:20][O:19][CH2:18][CH2:17]1.C([Li])CCC.[C:27](=[O:29])=[O:28]>C1COCC1>[CH3:10][O:9][CH:8]([O:11][CH3:12])[C:6]1[CH:5]=[CH:4][C:3]([O:13][CH2:14][CH2:15][N:16]2[CH2:21][CH2:20][O:19][CH2:18][CH2:17]2)=[C:2]([CH:7]=1)[C:27]([OH:29])=[O:28]. Procedure: A solution of 1-bromo-5-dimethoxymethyl-2-(2-morpholinoethoxy)benzene (3.11 g, 8.63 mmol) obtained in Step 3 in THF (40.0 mL) was cooled to −78° C., to which n-butyllithium (1.60 mol/L, 20.0 mL, 32.0 mmol) was added dropwise for 3 minutes, followed by stirring at −78° C. for 5 minutes. The reaction mixture was added with dry ice and was stirred for 3 hours while warming to room temperature. The solvent of the reaction mixture was evaporated under reduced pressure. The residue was added with a 1 ... Starting materials: C(C1=CC=CC=C1)N1CCC2(CO2)CC1 (6-benzyl-1-oxa-6-azaspiro[2.5]octane), O (water), methyl benzene silica gel, [OH-].[K+] (potassium hydroxide), 16.3, ClC1=C(C(=CC=C1)Cl)O (2,6-dichlorophenol). The solvent is CN(C=O)C (dimethylformamide), CN(C=O)C (dimethylformamide). Conditions: temperature 76 celsius. Yields the product Cl.ClC1=C(OCC2(CCN(CC2)CC2=CC=CC=C2)O)C(=CC=C1)Cl (4-[(2,6-Dichlorophenoxy)methyl]-1-phenylmethyl-4-piperidinol Hydrochloride). As a reaction SMILES: [OH-].[K+].[Cl:3][C:4]1[CH:9]=[CH:8][CH:7]=[C:6]([Cl:10])[C:5]=1[OH:11].[CH2:12]([N:19]1[CH2:26][CH2:25][C:22]2([O:24][CH2:23]2)[CH2:21][CH2:20]1)[C:13]1[CH:18]=[CH:17][CH:16]=[CH:15][CH:14]=1.O>CN(C)C=O>[ClH:3].[Cl:3][C:4]1[CH:9]=[CH:8][CH:7]=[C:6]([Cl:10])[C:5]=1[O:11][CH2:23][C:22]1([OH:24])[CH2:25][CH2:26][N:19]([CH2:12][C:13]2[CH:18]=[CH:17][CH:16]=[CH:15][CH:14]=2)[CH2:20][CH2:21]1 |f:0.1,6.7|. Procedure details: The potassium salt of 2,6-dichlorophenol was formed by heating at 76° C. a mixture of 6.6 g (0.1 mole) of potassium hydroxide pellets (85%) and 16.3 (0.1 mole) of 2,6-dichlorophenol in 150 ml of dry dimethylformamide until a clear brown solution was obtained. The stirred solution was treated dropwise with 20.3 g (0.1 mole) of 6-benzyl-1-oxa-6-azaspiro[2.5]octane in 50 ml of dry dimethylformamide and heated at 80° C. for 120 hours. TLC (5% methyl benzene/silica gel G) indicated that the reaction ... Reactants: [Si](C)(C)(C(C)(C)C)O[C@@H]1C=C2C=C[C@@H]([C@@H]([C@H]2[C@H](C1)OC(C(CC)OC1=C(C=CC=C1)OC)=O)CC[C@@H]1C[C@H](CC(O1)=O)O[Si](C)(C)C(C)(C)C)C ((4R,6R)-6-([1S,2S,6S,8S,8aR]-2-{1,2,6,7,8,8a-Hexahydro-6-t-butyldimethylsilyloxy-8-[(2RS)-2-(2-methoxyphenoxy]butyryloxy]-2-methyl-1-naphthyl}ethyl)tetrahydro-4-t-butyldimethylsilyloxy-2H-pyran-2-one), solution, [F-].C(CCC)[N+](CCCC)(CCCC)CCCC (tetrabutylammonium fluoride). The solvent is O1CCCC1 (tetrahydrofuran). Product: O[C@@H]1C=C2C=C[C@@H]([C@@H]([C@H]2[C@H](C1)OC(C(CC)OC1=C(C=CC=C1)OC)=O)CC[C@@H]1C[C@H](CC(O1)=O)O)C ((4R,6R)-6-([1S,2S,6S,8S,8aR]-2-{1,2,6,7,8,8a-Hexahydro-6-hydroxy-8-[(2RS)-2-(2-methoxyphenoxy)butyryloxy]-2-methyl-1-naphthyl}ethyl)tetrahydro-4-hydroxy-2H-pyran-2-one). The yield is 27.8%. RXN SMILES: [Si]([O:8][C@H:9]1[CH2:18][C@H:17]([O:19][C:20](=[O:33])[CH:21]([O:24][C:25]2[CH:30]=[CH:29][CH:28]=[CH:27][C:26]=2[O:31][CH3:32])[CH2:22][CH3:23])[C@H:16]2[C:11]([CH:12]=[CH:13][C@H:14]([CH3:51])[C@@H:15]2[CH2:34][CH2:35][C@H:36]2[O:41][C:40](=[O:42])[CH2:39][C@H:38]([O:43][Si](C(C)(C)C)(C)C)[CH2:37]2)=[CH:10]1)(C(C)(C)C)(C)C.[F-].C([N+](CCCC)(CCCC)CCCC)CCC>O1CCCC1>[OH:8][C@H:9]1[CH2:18][C@H:17]([O:19][C:20](=[O:33])[CH:21]([O:24][C:25]2[CH:30]=[CH:29][CH:28]=[CH:27][C:26]=2[O:31][CH3:32])[CH2:22][CH3:23])[C@H:16]2[C:11]([CH:12]=[CH:13][C@H:14]([CH3:51])[C@@H:15]2[CH2:34][CH2:35][C@H:36]2[O:41][C:40](=[O:42])[CH2:39][C@H:38]([OH:43])[CH2:37]2)=[CH:10]1 |f:1.2|. Reported procedure: A procedure similar to that described in Example 2, above, was followed, but using 1.30 g of (4R,6R)-6-([1S,2S,6S,8S,8aR]-2-{1,2,6,7,8,8a-hexahydro-6-t-butyldimethylsilyloxy-8-[(2RS)-2-(2-methoxyphenoxy]butyryloxy]-2-methyl-1-naphthyl}ethyl)tetrahydro-4-t-butyldimethylsilyloxy-2H-pyran-2-one [prepared as described in Example 91, above] and 36.0 ml of a 1.0 molar solution of tetrabutylammonium fluoride in tetrahydrofuran, to give 0.25 g of the title compound as white crystals, melting at between ... Reactants: CC(C)(C)OC(=O)N1CCC(CCOCc2ccc(F)cc2)CC1, CO. Product: Fc1ccc(COCCC2CCNCC2)cc1. RXN SMILES: [C:1]([O:2][C:3](=[O:4])[N:8]1[CH2:9][CH2:10][CH:11]([CH2:14][CH2:15][O:16][CH2:17][c:18]2[cH:19][cH:20][c:21]([F:24])[cH:22][cH:23]2)[CH2:12][CH2:13]1)([CH3:5])([CH3:6])[CH3:7].[CH3:25][OH:26]>>[NH:8]1[CH2:9][CH2:10][CH:11]([CH2:14][CH2:15][O:16][CH2:17][c:18]2[cH:19][cH:20][c:21]([F:24])[cH:22][cH:23]2)[CH2:12][CH2:13]1. Starting materials: CC(C)N1N=CC2=C1N=C(C=C2C(=O)O)C2=CC=NC=C2 (1-(1-Methylethyl)-6-(4-pyridinyl)-1H-pyrazolo[3,4-b]pyridine-4-carboxylic acid), C(=O)(C(F)(F)F)O (TFA), C1=CC2=C(N=C1)N(N=N2)O (HOAT), C(CCl)Cl (EDC), CN1CCOCC1 (N-methylmorpholine), NCC=1C(NC(=CC1C)CCC)=O (3-(aminomethyl)-4-methyl-6-propyl-2(1H)-pyridinone). Run in CN(C)C=O (DMF). Reaction conditions: temperature 40 celsius, time 8 hour. The product is CC(C)N1N=CC2=C1N=C(C=C2C(=O)NCC=2C(NC(=CC2C)CCC)=O)C2=CC=NC=C2 (1-(1-Methylethyl)-N-[(4-methyl-2-oxo-6-propyl-1,2-dihydro-3-pyridinyl)methyl]-6-(4-pyridinyl)-1H-pyrazolo[3,4-b]pyridine-4-carboxamide). Reaction SMILES: [CH3:1][CH:2]([N:4]1[C:8]2[N:9]=[C:10]([C:16]3[CH:21]=[CH:20][N:19]=[CH:18][CH:17]=3)[CH:11]=[C:12]([C:13]([OH:15])=O)[C:7]=2[CH:6]=[N:5]1)[CH3:3].[NH2:22][CH2:23][C:24]1[C:25](=[O:34])[NH:26][C:27]([CH2:31][CH2:32][CH3:33])=[CH:28][C:29]=1[CH3:30].C(O)(C(F)(F)F)=O.C1C=NC2N(O)N=NC=2C=1.C(Cl)CCl.CN1CCOCC1>CN(C=O)C>[CH3:1][CH:2]([N:4]1[C:8]2[N:9]=[C:10]([C:16]3[CH:17]=[CH:18][N:19]=[CH:20][CH:21]=3)[CH:11]=[C:12]([C:13]([NH:22][CH2:23][C:24]3[C:25](=[O:34])[NH:26][C:27]([CH2:31][CH2:32][CH3:33])=[CH:28][C:29]=3[CH3:30])=[O:15])[C:7]=2[CH:6]=[N:5]1)[CH3:3]. Procedure details: 1-(1-Methylethyl)-6-(4-pyridinyl)-1H-pyrazolo[3,4-b]pyridine-4-carboxylic acid (192 mg, 0.680 mmol), 3-(aminomethyl)-4-methyl-6-propyl-2(1H)-pyridinone.TFA (200 mg, 0.680 mmol), HOAT (139 mg, 1.019 mmol), EDC (195 mg, 1.019 mmol), and N-methylmorpholine (0.299 mL, 2.72 mmol) were sequentially added to DMF (6 mL), and the mixture stirred at 40° C. overnight. The reaction mixture was then filtered. The collected solid was washed with ethanol, and dried, affording the final product as a white solid... Starting materials: BrC1=C(C=CC=C1)O (2-bromophenol), cuprous chloride, [OH-].[Na+] (Sodium hydroxide), CO (methanol). Conditions: time 5 hour. Product: COC1=C(C=CC=C1)O (2-methoxyphenol). Isolated yield 8.6%. RXN SMILES: [OH-:1].[Na+].Br[C:4]1[CH:9]=[CH:8][CH:7]=[CH:6][C:5]=1[OH:10].[CH3:11]O>>[CH3:11][O:1][C:4]1[CH:9]=[CH:8][CH:7]=[CH:6][C:5]=1[OH:10] |f:0.1|. Procedure: Sodium hydroxide (3.16 g, 79.1 m mole) was dissolved in 60 ml of methanol and the solution was refluxed for 12 hours. To the solution were added 750 mg (4.1 m mole) of 2-bromophenol and 240 mg of anhydrous cuprous chloride. Then the reaction was carried out in the same manner as in Comparison Example 2 for 5 hours while evaporating methanol. After the reaction was completed, 43.7 mg of 2-methoxyphenol was obtained in the same manner as in Comparison Example 2. Yield: 8.6%. The reactants are CC1=CC=C2C(=N1)OC1=C2C=CC=C1B1OC(C(O1)(C)C)(C)C (2-methyl-8-(4,4,5,5-tetramethyl-1,3,2-dioxaborolan-2-yl)benzofuro[2,3-b]pyridine), ClC1=NC=CC(=C1)C1=CC=C(C=C1)C (2-chloro-4-(p-tolyl)pyridine), C1(CCCCC1)P(C1=C(C=CC=C1)C1=C(C=CC=C1OC)OC)C1CCCCC1 (dicyclohexyl(2′,6′-dimethoxy-[1,1′-biphenyl]-2-yl)phosphine), P(=O)([O-])([O-])[O-].[K+].[K+].[K+] (potassium phosphate). The reagents and catalysts are C=1C=CC(=CC1)/C=C/C(=O)/C=C/C2=CC=CC=C2.C=1C=CC(=CC1)/C=C/C(=O)/C=C/C2=CC=CC=C2.C=1C=CC(=CC1)/C=C/C(=O)/C=C/C2=CC=CC=C2.[Pd].[Pd] (Pd2(dba)3). Run in O (water), C1(=CC=CC=C1)C (toluene). Yields the product CC1=CC=C2C(=N1)OC1=C2C=CC=C1C1=NC=CC(=C1)C1=CC=C(C=C1)C (2-methyl-8-(4-(p-tolyl)pyridin-2-yl)benzofuro[2,3-b]pyridine). Yield: 71.1%. Reaction SMILES: [CH3:1][C:2]1[N:7]=[C:6]2[O:8][C:9]3[C:14](B4OC(C)(C)C(C)(C)O4)=[CH:13][CH:12]=[CH:11][C:10]=3[C:5]2=[CH:4][CH:3]=1.Cl[C:25]1[CH:30]=[C:29]([C:31]2[CH:36]=[CH:35][C:34]([CH3:37])=[CH:33][CH:32]=2)[CH:28]=[CH:27][N:26]=1.C1(P(C2CCCCC2)C2C=CC=CC=2C2C(OC)=CC=CC=2OC)CCCCC1.P([O-])([O-])([O-])=O.[K+].[K+].[K+]>C1C=CC(/C=C/C(/C=C/C2C=CC=CC=2)=O)=CC=1.C1C=CC(/C=C/C(/C=C/C2C=CC=CC=2)=O)=CC=1.C1C=CC(/C=C/C(/C=C/C2C=CC=CC=2)=O)=CC=1.[Pd].[Pd].O.C1(C)C=CC=CC=1>[CH3:1][C:2]1[N:7]=[C:6]2[O:8][C:9]3[C:14]([C:25]4[CH:30]=[C:29]([C:31]5[CH:36]=[CH:35][C:34]([CH3:37])=[CH:33][CH:32]=5)[CH:28]=[CH:27][N:26]=4)=[CH:13][CH:12]=[CH:11][C:10]=3[C:5]2=[CH:4][CH:3]=1 |f:3.4.5.6,7.8.9.10.11|. Reported procedure: A mixture of 2-methyl-8-(4,4,5,5-tetramethyl-1,3,2-dioxaborolan-2-yl)benzofuro[2,3-b]pyridine (2.5 g, 8.03 mmol), 2-chloro-4-(p-tolyl)pyridine (1.80 g, 8.83 mmol), Pd2(dba)3 (0.147 g 0.161 mmol), dicyclohexyl(2′,6′-dimethoxy-[1,1′-biphenyl]-2-yl)phosphine (0.264 g, 0.642 mmol), potassium phosphate (5.96 g, 28.1 mmol), toluene (100 mL) and water (10 mL) was degassed with nitrogen and then refluxed overnight. The mixture was concentrated and extracted with ethyl acetate. The ethyl acetate layer wa... Reaction SMILES: [CH3:33][O:34][c:35]1[cH:36][cH:37][c:38]([CH:39]=[O:40])[cH:41][cH:42]1.[Cl:8][c:9]1[cH:10][cH:11][c:12]([NH:15][C:16]([c:17]2[c:18]([NH:23][C:24](=[O:25])[CH:26]3[CH2:27][CH2:28][NH:29][CH2:30][CH2:31]3)[cH:19][cH:20][cH:21][cH:22]2)=[O:32])[n:13][cH:14]1.[F:1][C:2]([F:3])([F:4])[C:5]([OH:6])=[O:7]>>[Cl:8][c:9]1[cH:10][cH:11][c:12]([NH:15][C:16]([c:17]2[c:18]([NH:23][C:24](=[O:25])[CH:26]3[CH2:27][CH2:28][N:29]([CH2:39][c:38]4[cH:37][cH:36][c:35]([O:34][CH3:33])[cH:42][cH:41]4)[CH2:30][CH2:31]3)[cH:19][cH:20][cH:21][cH:22]2)=[O:32])[n:13][cH:14]1. The reactants are COc1ccc(C=O)cc1, O=C(Nc1ccc(Cl)cn1)c1ccccc1NC(=O)C1CCNCC1, O=C(O)C(F)(F)F. Product: COc1ccc(CN2CCC(C(=O)Nc3ccccc3C(=O)Nc3ccc(Cl)cn3)CC2)cc1. The reactants are C1CCNCC1, CC(C)=O, COC(=O)CCCCCl, [I-], COC(=O)CCCCI, [Na+], c1ccccc1. Yields the product COC(=O)CCCCN1CCCCC1. As a reaction SMILES: [CH2:21]1[CH2:22][CH2:23][NH:24][CH2:25][CH2:26]1.[CH3:33][C:34](=[O:35])[CH3:36].[Cl:1][CH2:2][CH2:3][CH2:4][CH2:5][C:6](=[O:7])[O:8][CH3:9].[I-:11].[I:12][CH2:13][CH2:14][CH2:15][CH2:16][C:17]([O:18][CH3:19])=[O:20].[Na+:10].[cH:27]1[cH:28][cH:29][cH:30][cH:31][cH:32]1>>[CH2:2]([CH2:3][CH2:4][CH2:5][C:6](=[O:7])[O:8][CH3:9])[N:24]1[CH2:23][CH2:22][CH2:21][CH2:26][CH2:25]1.